Dataset: the Open Reaction Database (ORD), a public repository of structured organic reaction records. Task: describe an organic reaction: reactants, conditions, products, and yield The reactants are P(OCCCl)(OCCCl)OCCCl (tris(2-chloroethyl) phosphite), CN1P(CN(C1=O)C)(OCCCl)=O (1,4-dimethyl-2-(2-chloroethoxy)-1,4,2-diazaphospholidin-5-one-2-oxide), phosphorus ester, crude intermediate. Run in C(C)(=O)O.O (acetic acid water). The product is CN(C(=O)NC)CP(O)(O)=O ((1,3-Dimethylureido)methylphosphonic acid). As a reaction SMILES: [P:1]([O:10]CCCl)([O:6]CCCl)[O:2]CCCl.[CH3:14][N:15]1[C:19](=[O:20])[N:18]([CH3:21])[CH2:17]P1(=O)OCCCl>C(O)(=O)C.O>[CH3:17][N:18]([CH2:21][P:1](=[O:2])([OH:6])[OH:10])[C:19]([NH:15][CH3:14])=[O:20] |f:2.3|. Procedure: This phosphonic acid is prepared in a similar manner using tris(2-chloroethyl) phosphite as the phosphorus ester reactant. The crude intermediate 1,4-dimethyl-2-(2-chloroethoxy)-1,4,2-diazaphospholidin-5-one-2-oxide (31P nmr -24.9 ppm) is hydrolyzed without isolation from the reaction mixture to give the acid: mp 171°-172° dec. (acetic acid-water). Starting materials: COC([C@H](CC(=O)C1=CC2=C(OC3=C2C=CC=C3)C=C1)NC(C1=CC=CC=C1)=O)=O ((S)-2-Benzoylamino-4-dibenzofuran-2-yl-4-oxo-butyric acid methyl ester), O1CCCC1 (tetrahydrofuran). Solvent: C(C)N(CC)CC (triethylamine). Conditions: time 1 hour. Product: N[C@H](C(=O)OC)CC(=O)C1=CC2=C(OC3=C2C=CC=C3)C=C1 (methyl (S)-2-amino-4-dibenzofuran-2-yl-4-oxo-butyrate), mono-hydrate. Reaction SMILES: [CH3:1][O:2][C:3](=[O:30])[C@@H:4]([NH:21]C(=O)C1C=CC=CC=1)[CH2:5][C:6]([C:8]1[CH:20]=[CH:19][C:11]2[O:12][C:13]3[CH:18]=[CH:17][CH:16]=[CH:15][C:14]=3[C:10]=2[CH:9]=1)=[O:7].O1CCCC1>C(N(CC)CC)C>[NH2:21][C@@H:4]([CH2:5][C:6]([C:8]1[CH:20]=[CH:19][C:11]2[O:12][C:13]3[CH:18]=[CH:17][CH:16]=[CH:15][C:14]=3[C:10]=2[CH:9]=1)=[O:7])[C:3]([O:2][CH3:1])=[O:30]. Procedure: (S)-2-Benzoylamino-4-dibenzofuran-2-yl-4-oxo-butyric acid methyl ester, prepared as described in Step (b) of Example 6, was dissolved in tetrahydrofuran containing one equivalent of triethylamine. The solution was stirred at room temperature for 1 hour, and then the solvent was removed by evaporation to give a solid. The solid was washed with water to give methyl (S)-2-amino-4-dibenzofuran-2-yl-4-oxo-butyrate as a mono-hydrate.